This data is from the Open Reaction Database (ORD), a public repository of structured organic reaction records. The task is: describe an organic reaction: reactants, conditions, products, and yield Reactants: COC(=O)C1NCCC1O, Cc1c(N=C=O)ccc(C#N)c1Cl, ClCCl, O=C(O)C1CC(O)CN1. Yields the product COC(=O)C1C(O)CCN1C(=O)Nc1ccc(C#N)c(Cl)c1C. RXN SMILES: [CH3:10][O:11][C:12](=[O:13])[CH:14]1[NH:15][CH2:16][CH2:17][CH:18]1[OH:19].[Cl:20][c:21]1[c:22]([C:23]#[N:24])[cH:25][cH:26][c:27]([N:30]=[C:31]=[O:32])[c:28]1[CH3:29].[Cl:33][CH2:34][Cl:35].[NH:1]1[CH2:2][CH:3]([OH:4])[CH2:5][CH:6]1[C:7]([OH:8])=[O:9]>>[CH3:10][O:11][C:12](=[O:13])[CH:14]1[N:15]([C:31]([NH:30][c:27]2[cH:26][cH:25][c:22]([C:23]#[N:24])[c:21]([Cl:20])[c:28]2[CH3:29])=[O:32])[CH2:16][CH2:17][CH:18]1[OH:19]. The reactants are O=S(=O)(O)Cl, Cc1ccccc1NC(=O)c1cc(Cl)ncn1, ClCCl. Yields the product Cc1cc(S(=O)(=O)Cl)ccc1NC(=O)c1cc(Cl)ncn1. As a reaction SMILES: [Cl:18][S:19](=[O:20])(=[O:21])[OH:22].[Cl:1][c:2]1[cH:3][c:4]([C:8](=[O:9])[NH:10][c:11]2[c:12]([CH3:17])[cH:13][cH:14][cH:15][cH:16]2)[n:5][cH:6][n:7]1.[Cl:23][CH2:24][Cl:25]>>[Cl:1][c:2]1[cH:3][c:4]([C:8](=[O:9])[NH:10][c:11]2[c:12]([CH3:17])[cH:13][c:14]([S:19]([Cl:18])(=[O:20])=[O:21])[cH:15][cH:16]2)[n:5][cH:6][n:7]1. Starting materials: COCCN (2-methoxyethylamine), ClC1=C2C(=NC(=N1)Cl)N(N=C2)C (4,6-dichloro-1-methyl-1H-pyrazolo[3,4-d]pyrimidine). Product: ClC1=NC(=C2C(=N1)N(N=C2)C)NCCOC ((6-chloro-1-methyl-1H-pyrazolo[3,4-d]pyrimidin-4-yl)-(2-methoxy-ethyl)-amine). RXN SMILES: [CH3:1][O:2][CH2:3][CH2:4][NH2:5].Cl[C:7]1[N:12]=[C:11]([Cl:13])[N:10]=[C:9]2[N:14]([CH3:17])[N:15]=[CH:16][C:8]=12>>[Cl:13][C:11]1[N:10]=[C:9]2[N:14]([CH3:17])[N:15]=[CH:16][C:8]2=[C:7]([NH:5][CH2:4][CH2:3][O:2][CH3:1])[N:12]=1. Procedure: Reaction of 2-methoxyethylamine with 4,6-dichloro-1-methyl-1H-pyrazolo[3,4-d]pyrimidine 5 by General Procedure B gave (6-chloro-1-methyl-1H-pyrazolo[3,4-d]pyrimidin-4-yl)-(2-methoxy-ethyl)-amine. The reactants are [N+](=O)([O-])C=1C=C2C(=NC1)N(C=C2)S(=O)(=O)C2=CC=CC=C2 (5-nitro-1-(phenylsulfonyl)-1H-pyrrolo[2,3-b]pyridine), CO (methanol), [OH-].[Na+] (sodium hydroxide). Solvent: ClCCl (dichloromethane). Product: [N+](=O)([O-])C=1C=C2C(=NC1)NC=C2 (5-nitro-1H-pyrrolo[2,3-b]pyridine). Yield: 85.5%. RXN SMILES: [N+:1]([C:4]1[CH:5]=[C:6]2[CH:12]=[CH:11][N:10](S(C3C=CC=CC=3)(=O)=O)[C:7]2=[N:8][CH:9]=1)([O-:3])=[O:2].CO.[OH-].[Na+]>ClCCl>[N+:1]([C:4]1[CH:5]=[C:6]2[CH:12]=[CH:11][NH:10][C:7]2=[N:8][CH:9]=1)([O-:3])=[O:2] |f:2.3|. Reported procedure: To a stirred suspension of 5-nitro-1-(phenylsulfonyl)-1H-pyrrolo[2,3-b]pyridine (10.2 g, 33 mmol) in methanol (250 mL) powdered sodium hydroxide (2 g, 50 mmol) was added. After stirring at room temperature for 30′ more powdered sodium hydroxide (2 g, 50 mmol) and dichloromethane (50 mL) were added and stirring was prolonged for additional 30′. After concentration, a solution of 2N HCl (50 mL) and water (200 mL) was added and the obtained mixture was filtered. The yellow cake was washed with wate... The reactants are [H-].[Na+] (Sodium hydride), ClC=1C=C(C=CC1I)S(=O)(=O)N (3-Chloro-4-iodobenzenesulfonamide), CN(C)C=O (DMF), CI (Methyl iodide). Conditions: time 20 minute. Yields the product ClC=1C=C(C=CC1I)S(=O)(=O)N(C)C (3-Chloro-4-iodo-N,N-dimethylbenzenesulfonamide). As a reaction SMILES: [H-].[Na+].[Cl:3][C:4]1[CH:5]=[C:6]([S:11](N)(=[O:13])=[O:12])[CH:7]=[CH:8][C:9]=1[I:10].CI.[CH3:17][N:18]([CH:20]=O)C>>[Cl:3][C:4]1[CH:5]=[C:6]([S:11]([N:18]([CH3:20])[CH3:17])(=[O:12])=[O:13])[CH:7]=[CH:8][C:9]=1[I:10] |f:0.1|. Reported procedure: Sodium hydride (0.33 g) was added to a solution of the product from step (i) (1.2 g) in DMF (25 ml) and stirred for 20 min. Methyl iodide (0.5 ml) was added dropwise and then stirred for a further 1 h. The reaction mixture was quenched with water, extracted with EtOAc, dried (MgSO4) and evaporated. The residue was treated with ether to give to give the subtitle compound as a white solid. Yield 0.45 g.